From a dataset of the Open Reaction Database (ORD), a public repository of structured organic reaction records. describe an organic reaction: reactants, conditions, products, and yield Starting materials: IC=1N(C=C(N1)C(=O)OC)C(C1=CC=CC=C1)(C1=CC=CC=C1)C1=CC=CC=C1 (2-iodo-4-(methoxycarbonyl)-1-triphenylmethylimidazole), C(C)(=O)O (acetic acid). Solvent: [OH-].[Na+] (sodium hydroxide), C(C)(=O)OCC (ethyl acetate). Product: IC=1N(C=C(N1)C(=O)O)C(C1=CC=CC=C1)(C1=CC=CC=C1)C1=CC=CC=C1 (2-iodo-1-triphenylmethylimidazole-4-carboxylic acid). Isolated yield 86.9%. As a reaction SMILES: [I:1][C:2]1[N:3]([C:11]([C:24]2[CH:29]=[CH:28][CH:27]=[CH:26][CH:25]=2)([C:18]2[CH:23]=[CH:22][CH:21]=[CH:20][CH:19]=2)[C:12]2[CH:17]=[CH:16][CH:15]=[CH:14][CH:13]=2)[CH:4]=[C:5]([C:7]([O:9]C)=[O:8])[N:6]=1.C(O)(=O)C>[OH-].[Na+].C(OCC)(=O)C>[I:1][C:2]1[N:3]([C:11]([C:12]2[CH:17]=[CH:16][CH:15]=[CH:14][CH:13]=2)([C:18]2[CH:19]=[CH:20][CH:21]=[CH:22][CH:23]=2)[C:24]2[CH:29]=[CH:28][CH:27]=[CH:26][CH:25]=2)[CH:4]=[C:5]([C:7]([OH:9])=[O:8])[N:6]=1 |f:2.3|. Reported procedure: A suspension of 2-iodo-4-(methoxycarbonyl)-1-triphenylmethylimidazole (1.978 g, 4 mmol) in 6N sodium hydroxide (15 mL) was heated at reflux for 4 hours. The resulting suspension was diluted with ethyl acetate (20 mL) and then slightly acidified with acetic acid. The resulting clear solution was extracted three times with ethyl acetate (20 mL) and the combined extracts were dried (magnesium sulfate) and concentrated in vacuo. Residual acetic acid was removed under high vacuum to give 2-iodo-1-tri... Starting materials: FC1=CC=C(CNC(=O)C=2N=C3N(CC4CCC3(CC4)NC(C(N4CCNCC4)=O)=O)C(C2O)=O)C=C1 (N-(4-fluorobenzyl)-3-hydroxy-4-oxo-10-((oxo(1-piperazinyl)acetyl)amino)-4,6,7,8,9,10-hexahydro-7,10-ethanopyrimido[1,2-a]azepine-2-carboxamide), C(C)(C)N(CC)C(C)C (diisopropyl ethylamine), CNC (Dimethylamine), CC1=CC(=NO1)C(=O)Cl (5-methylisoxazole-3-carbonyl chloride). Solvent: ClCCl (dichloromethane). Reaction conditions: time 5 minute. Yields the product FC1=CC=C(CNC(=O)C=2N=C3N(CC4CCC3(CC4)NC(C(=O)N4CCN(CC4)C(=O)C4=NOC(=C4)C)=O)C(C2O)=O)C=C1 (N-(4-Fluorobenzyl)-3-hydroxy-10-(((4-((5-methyl-3-isoxazolyl)carbonyl)-1-piperazinyl)(oxo)acetyl)amino)-4-oxo-4,6,7,8,9,10-hexahydro-7,10-ethanopyrimido[1,2-a]azepine-2-carboxamide). Isolated yield 51.2%. Reaction SMILES: [F:1][C:2]1[CH:37]=[CH:36][C:5]([CH2:6][NH:7][C:8]([C:10]2[N:11]=[C:12]3[C:18]4([NH:21][C:22](=[O:31])[C:23](=[O:30])[N:24]5[CH2:29][CH2:28][NH:27][CH2:26][CH2:25]5)[CH2:19][CH2:20][CH:15]([CH2:16][CH2:17]4)[CH2:14][N:13]3[C:32](=[O:35])[C:33]=2[OH:34])=[O:9])=[CH:4][CH:3]=1.C(N(C(C)C)CC)(C)C.[CH3:47][C:48]1[O:52][N:51]=[C:50]([C:53](Cl)=[O:54])[CH:49]=1.CNC>ClCCl>[F:1][C:2]1[CH:3]=[CH:4][C:5]([CH2:6][NH:7][C:8]([C:10]2[N:11]=[C:12]3[C:18]4([NH:21][C:22](=[O:31])[C:23]([N:24]5[CH2:25][CH2:26][N:27]([C:53]([C:50]6[CH:49]=[C:48]([CH3:47])[O:52][N:51]=6)=[O:54])[CH2:28][CH2:29]5)=[O:30])[CH2:19][CH2:20][CH:15]([CH2:16][CH2:17]4)[CH2:14][N:13]3[C:32](=[O:35])[C:33]=2[OH:34])=[O:9])=[CH:36][CH:37]=1. Procedure details: To a suspension N-(4-fluorobenzyl)-3-hydroxy-4-oxo-10-((oxo(1-piperazinyl)acetyl)amino)-4,6,7,8,9,10-hexahydro-7,10-ethanopyrimido[1,2-a]azepine-2-carboxamide (0.024 g, 0.038 mmol) in dichloromethane (1 mL) was added diisopropyl ethylamine (0.027 mL, 0.153 mmol). After stirring for 5 min, 5-methylisoxazole-3-carbonyl chloride (0.011 g, 0.077 mmol) was added and the solution stirred at room temperature for 1 h. Dimethylamine (0.192 mL, 0.383 mmol) (2 M in methanol) was added and the solution stir... Reported procedure: To a solution of 15.3 g. (0.125 mol.) of salicylaldehyde in 100 ml. of acetone was added 7.0 g. (0.125 mol.) of potassium hydroxide dissolved in a minimum amount of water. α-Bromo-p-chloroacetophenone (29.16 g., 0.125 mol.) was added dropwise with stirring and cooling (ice bath). After addition, the reaction mixture was stirred at 25° for 12 hours. The precipitate was collected by filtration, washed with water and combined with the residue remaining after concentration of the filtrate to give 2-... The solvent is O (water). The reactants are C(C=1C(O)=CC=CC1)=O (salicylaldehyde), BrCC(=O)C1=CC=C(C=C1)Cl (α-Bromo-p-chloroacetophenone), CC(=O)C (acetone), [OH-].[K+] (potassium hydroxide). RXN SMILES: [CH:1](=[O:9])[C:2]1[C:3](=[CH:5][CH:6]=[CH:7][CH:8]=1)[OH:4].CC(C)=O.[OH-].[K+].Br[CH2:17][C:18]([C:20]1[CH:25]=[CH:24][C:23]([Cl:26])=[CH:22][CH:21]=1)=[O:19]>O>[Cl:26][C:23]1[CH:24]=[CH:25][C:20]([C:18]([CH:17]2[CH:1]([OH:9])[C:2]3[C:3](=[CH:5][CH:6]=[CH:7][CH:8]=3)[O:4]2)=[O:19])=[CH:21][CH:22]=1 |f:2.3|. Product: ClC1=CC=C(C(=O)C2OC3=CC=CC=C3C2O)C=C1 (2-(4'-chlorobenzoyl)-3-hydroxycoumaran). The solvent is C(C)(=O)OCC (ethyl acetate), O1CCOCC1 (1,4-dioxane). RXN SMILES: [CH3:1][N:2]1[C:10]2[CH:9]=[C:8]3[O:11][CH2:12][CH2:13][O:14][C:7]3=[CH:6][C:5]=2[C:4](=O)[C:3]1=[O:16].O.NN>O1CCOCC1.C(OCC)(=O)C>[CH3:1][N:2]1[C:10]2[CH:9]=[C:8]3[O:11][CH2:12][CH2:13][O:14][C:7]3=[CH:6][C:5]=2[CH2:4][C:3]1=[O:16] |f:1.2|. Isolated yield 87.5%. Reactants: CN1C(C(C=2C=C3C(=CC12)OCCO3)=O)=O (6-methyl-2,3-dihydro-6H-[1,4]dioxino[2,3-f]indole-7,8-dione), O.NN (hydrazine monohydrate). Procedure details: To a solution of 6-methyl-2,3-dihydro-6H-[1,4]dioxino[2,3-f]indole-7,8-dione (3.00 g, 13.7 mmol) in 1,4-dioxane (25 mL) was added hydrazine monohydrate (25 mL). The reaction mixture was stirred at reflux for 4 h, allowed to cool to ambient temperature, diluted with ethyl acetate, washed with water and brine, dried over anhydrous sodium sulfate and filtered. The filtrate was concentrated in vacuo. The residue was recrystallized from ethyl acetate/hexanes to afford 6-methyl-2,3,6,8-tetrahydro-7H-[... Product: CN1C(CC=2C=C3C(=CC12)OCCO3)=O (6-methyl-2,3,6,8-tetrahydro-7H-[1,4]dioxino[2,3-f]indol-7-one). Reactants: CCN(C(C)C)C(C)C (DIPEA), ClC(=O)OC (methyl chloroformate), ClC(=O)OC (Methyl chloroformate), Cl.C1(CCCCC1)C1NCCC(C1)C(=O)OC (methyl 2-cyclohexylpiperidine-4-carboxylate hydrochloride), CCN(C(C)C)C(C)C (DIPEA). Run in C(Cl)Cl (DCM), C(Cl)Cl (DCM). Conditions: time 3 hour. Yields the product C1(CCCCC1)C1N(CCC(C1)C(=O)OC)C(=O)OC (dimethyl 2-cyclohexylpiperidine-1,4-dicarboxylate). The yield is 129.5%. RXN SMILES: Cl[C:2]([O:4][CH3:5])=[O:3].Cl.[CH:7]1([CH:13]2[CH2:18][CH:17]([C:19]([O:21][CH3:22])=[O:20])[CH2:16][CH2:15][NH:14]2)[CH2:12][CH2:11][CH2:10][CH2:9][CH2:8]1.CCN(C(C)C)C(C)C>C(Cl)Cl>[CH:7]1([CH:13]2[CH2:18][CH:17]([C:19]([O:21][CH3:22])=[O:20])[CH2:16][CH2:15][N:14]2[C:2]([O:4][CH3:5])=[O:3])[CH2:8][CH2:9][CH2:10][CH2:11][CH2:12]1 |f:1.2|. Reported procedure: Methyl chloroformate (1.344 mL, 17.36 mmol) in DCM (50 mL) was added to a solution of methyl 2-cyclohexylpiperidine-4-carboxylate hydrochloride (3.50 g, 13.35 mmol) and DIPEA (1.88 mL, 10.76 mmol) in DCM (100 mL). The reaction solution was stirred for 3 h. 1.88 mL DIPEA and 1.345 mL methyl chloroformate was added and the reaction continued overnight (16 h). The organic phase was washed with satd NaHCO3. The phases were separated and the organic phase dried using a phase separator to give crude d... Starting materials: BrC1=C(N)C(=CC=C1)C(F)(F)F (2-Bromo-6-trifluoromethylaniline), cuprous cyanide, CN(C=O)C (dimethylformamide), ferrous sulfate. Run in CCOCC (ether). Product: C(#N)C1=C(N)C(=CC=C1)C(F)(F)F (2-cyano-6-trifluoromethylaniline). RXN SMILES: Br[C:2]1[CH:8]=[CH:7][CH:6]=[C:5]([C:9]([F:12])([F:11])[F:10])[C:3]=1[NH2:4].[CH3:13][N:14](C)C=O>CCOCC>[C:13]([C:2]1[CH:8]=[CH:7][CH:6]=[C:5]([C:9]([F:12])([F:11])[F:10])[C:3]=1[NH2:4])#[N:14]. Procedure details: 2-Bromo-6-trifluoromethylaniline (12.0 g., 0.05 mol.) and 4.5 g. (0.05 mol.) of cuprous cyanide in 100 ml. of dimethylformamide is refluxed for 12 hours. The reaction mixture is decomposed by addition of aqueous ferrous sulfate solution, ether is added, the layers are separated and the ethereal phase is washed with water, dried (MgSO4) and concentrated to give 2-cyano-6-trifluoromethylaniline. Reactants: ClCCl, COc1ccc(CCN(C)CCO)cc1OC, O=S(Cl)Cl. Yields the product COc1ccc(CCN(C)CCCl)cc1OC. As a reaction SMILES: [CH2:22]([Cl:23])[Cl:24].[CH3:1][O:2][c:3]1[cH:4][c:5]([CH2:6][CH2:7][N:8]([CH3:9])[CH2:10][CH2:11][OH:12])[cH:13][cH:14][c:15]1[O:16][CH3:17].[S:18]([Cl:19])([Cl:20])=[O:21]>>[CH3:1][O:2][c:3]1[cH:4][c:5]([CH2:6][CH2:7][N:8]([CH3:9])[CH2:10][CH2:11][Cl:20])[cH:13][cH:14][c:15]1[O:16][CH3:17]. Starting materials: Cl.BrC1=CC=C(CCN(C2CCNCC2)CC2=CC=C(C=C2)S(=O)(=O)NC(C)=O)C=C1 (N-((4-(((4-bromophenethyl)(piperidin-4-yl)amino)methyl)phenyl)sulfonyl)acetamide hydrochloride), C(=O)([O-])[O-].[K+].[K+] (K2CO3), S,S′-dimethyl-N-cyano-dithioiminocarbonate, C(#N)N=C([S-])N1CCNCC1 (N-cyanopiperazine-1-carbimidothioate), O.NN (hydrazine monohydrate). The product is NC1=NNC(=N1)N1CCC(CC1)N(CCC1=CC=C(C=C1)Br)CC1=CC=C(C=C1)S(=O)(=O)NC(C)=O (N-((4-(((1-(3-amino-1H-1,2,4-triazol-5-yl)piperidin-4-yl)(4-bromophenethyl)amino)-methyl)phenyl)sulfonyl)acetamide). RXN SMILES: Cl.[Br:2][C:3]1[CH:31]=[CH:30][C:6]([CH2:7][CH2:8][N:9]([CH2:16][C:17]2[CH:22]=[CH:21][C:20]([S:23]([NH:26][C:27](=[O:29])[CH3:28])(=[O:25])=[O:24])=[CH:19][CH:18]=2)[CH:10]2[CH2:15][CH2:14][NH:13][CH2:12][CH2:11]2)=[CH:5][CH:4]=1.C([O-])([O-])=O.[K+].[K+].[C:38]([N:40]=[C:41]([N:43]1CCNCC1)[S-])#[N:39].O.[NH2:50]N>>[NH2:50][C:41]1[N:40]=[C:38]([N:13]2[CH2:14][CH2:15][CH:10]([N:9]([CH2:16][C:17]3[CH:22]=[CH:21][C:20]([S:23]([NH:26][C:27](=[O:29])[CH3:28])(=[O:25])=[O:24])=[CH:19][CH:18]=3)[CH2:8][CH2:7][C:6]3[CH:30]=[CH:31][C:3]([Br:2])=[CH:4][CH:5]=3)[CH2:11][CH2:12]2)[NH:39][N:43]=1 |f:0.1,2.3.4,6.7|. Procedure details: N-((4-(((4-Bromophenethyl)(piperidin-4-yl)amino)methyl)phenyl)sulfonyl)acetamide hydrochloride obtained in Step 2 was reacted with K2CO3 and S,S′-dimethyl-N-cyano-dithioiminocarbonate, followed by the cyclization of the intermediate (N-cyanopiperazine-1-carbimidothioate) with hydrazine monohydrate in a manner described in Procedure 3. Starting materials: CCO, Cc1cccc(C(=O)NC2(C(=O)O)Cc3ccccc3C2)c1C=CC1CC1. The product is Cc1cccc(C(=O)NC2(C(=O)O)Cc3ccccc3C2)c1CCC1CC1. Reaction SMILES: [CH3:28][CH2:29][OH:30].[CH:1]1([CH:4]=[CH:5][c:6]2[c:7]([C:8](=[O:9])[NH:10][C:11]3([C:20](=[O:21])[OH:22])[CH2:12][c:13]4[cH:14][cH:15][cH:16][cH:17][c:18]4[CH2:19]3)[cH:23][cH:24][cH:25][c:26]2[CH3:27])[CH2:2][CH2:3]1>>[CH:1]1([CH2:4][CH2:5][c:6]2[c:7]([C:8](=[O:9])[NH:10][C:11]3([C:20](=[O:21])[OH:22])[CH2:12][c:13]4[cH:14][cH:15][cH:16][cH:17][c:18]4[CH2:19]3)[cH:23][cH:24][cH:25][c:26]2[CH3:27])[CH2:2][CH2:3]1. Starting materials: CO, O=C(Nc1ccc(F)c(Cl)c1)c1nonc1CCCN1CCOCC1, ClP(Cl)(Cl)(Cl)Cl, NO, c1ccccc1. Product: ON=C(Nc1ccc(F)c(Cl)c1)c1nonc1CCCN1CCOCC1. RXN SMILES: [CH3:40][OH:41].[Cl:1][c:2]1[cH:3][c:4]([NH:9][C:10](=[O:11])[c:12]2[n:13][o:14][n:15][c:16]2[CH2:17][CH2:18][CH2:19][N:20]2[CH2:21][CH2:22][O:23][CH2:24][CH2:25]2)[cH:5][cH:6][c:7]1[F:8].[Cl:26][P:27]([Cl:28])([Cl:29])([Cl:30])[Cl:31].[NH2:32][OH:33].[cH:34]1[cH:35][cH:36][cH:37][cH:38][cH:39]1>>[Cl:1][c:2]1[cH:3][c:4]([NH:9][C:10]([c:12]2[n:13][o:14][n:15][c:16]2[CH2:17][CH2:18][CH2:19][N:20]2[CH2:21][CH2:22][O:23][CH2:24][CH2:25]2)=[N:32][OH:33])[cH:5][cH:6][c:7]1[F:8].